describe an organic reaction: reactants, conditions, products, and yield From a dataset of the Open Reaction Database (ORD), a public repository of structured organic reaction records. Reactants: C(C)(C)[Mg]Cl (isopropylmagnesium chloride), CN(C=O)C (N,N-dimethylformamide), C(C)OC(NC1=C(C=C(C=C1C)Br)C)=O ((4-bromo-2,6-dimethyl-phenyl)-carbamic acid ethyl ester), C(C)(C)(C)[Li] (tert-butyllithium). The solvent is O1CCCC1 (tetrahydrofuran), C(C)(=O)O (acetic acid). Conditions: temperature -78 celsius, time 30 minute. Yields the product C(C)OC(NC1=C(C=C(C=C1C)C=O)C)=O ((4-Formyl-2,6-dimethyl-phenyl)-carbamic acid ethyl ester). Yield: 73.0%. RXN SMILES: [CH2:1]([O:3][C:4](=[O:15])[NH:5][C:6]1[C:11]([CH3:12])=[CH:10][C:9](Br)=[CH:8][C:7]=1[CH3:14])[CH3:2].C([Mg]Cl)(C)C.C([Li])(C)(C)C.CN(C)[CH:28]=[O:29]>O1CCCC1.C(O)(=O)C>[CH2:1]([O:3][C:4](=[O:15])[NH:5][C:6]1[C:11]([CH3:12])=[CH:10][C:9]([CH:28]=[O:29])=[CH:8][C:7]=1[CH3:14])[CH3:2]. Procedure: To (4-bromo-2,6-dimethyl-phenyl)-carbamic acid ethyl ester (1t, 1.0 g) dissolved in dry tetrahydrofuran (25 mL) under argon was added isopropylmagnesium chloride (2 M in tetrahydrofuran, 1.9 mL) over 5 minutes and then stirred for 30 minutes. The reaction mixture was cooled to −78° C. and tert-butyllithium (1.7 M in heptane, 4.5 mL) was added dropwise while keeping the internal temperature below −65° C. The temperature of the reaction was raised to −10° C. after complete addition, and then coole...